From a dataset of the Open Reaction Database (ORD), a public repository of structured organic reaction records. describe an organic reaction: reactants, conditions, products, and yield The reactants are FC1=C(C#N)C=CC(=C1)C (2-fluoro-4-methylbenzonitrile), CNC (dimethylamine). Reaction conditions: temperature 80 celsius. Yields the product CC1=CC(=C(C#N)C=C1)N(C)C (4-methyl-2-dimethylaminobenzonitrile). The yield is 99.0%. RXN SMILES: F[C:2]1[CH:9]=[C:8]([CH3:10])[CH:7]=[CH:6][C:3]=1[C:4]#[N:5].[CH3:11][NH:12][CH3:13]>>[CH3:10][C:8]1[CH:7]=[CH:6][C:3]([C:4]#[N:5])=[C:2]([N:12]([CH3:13])[CH3:11])[CH:9]=1. Reported procedure: To commercially available 2-fluoro-4-methylbenzonitrile 15b (2.5 g, 18.5 mmol) was added dimethylamine (4 equiv., 4.8 ml) and the solution was heated at 80° C. overnight. The reaction was evaporated and the residue was dissolved in AcOEt and washed with water and brine. The organic phase was evaporated obtaining 2.96 g of a yellow oil. Yield=99% 1HNMR (DMSO, 200 MHz) δ 2.31 (3H, s), 2.93 (6H, s), 6.74 (1H, dd, J=8 Hz, J′=0.8 Hz), 6.85 (1H, s), 7.47 (1H, d, J=8 Hz) Starting materials: CCO, CC(C)(C)OC(=O)N1CC2CC(CN(CC(O)COc3ccc([N+](=O)[O-])cc3)C2)C1. The product is CC(C)(C)OC(=O)N1CC2CC(CN(CC(O)COc3ccc(N)cc3)C2)C1. As a reaction SMILES: [CH3:31][CH2:32][OH:33].[OH:1][CH:2]([CH2:3][N:4]1[CH2:5][CH:6]2[CH2:7][N:8]([C:13](=[O:14])[O:15][C:16]([CH3:17])([CH3:18])[CH3:19])[CH2:9][CH:10]([CH2:11]1)[CH2:12]2)[CH2:20][O:21][c:22]1[cH:23][cH:24][c:25]([N+:28]([O-:29])=[O:30])[cH:26][cH:27]1>>[OH:1][CH:2]([CH2:3][N:4]1[CH2:5][CH:6]2[CH2:7][N:8]([C:13](=[O:14])[O:15][C:16]([CH3:17])([CH3:18])[CH3:19])[CH2:9][CH:10]([CH2:11]1)[CH2:12]2)[CH2:20][O:21][c:22]1[cH:23][cH:24][c:25]([NH2:28])[cH:26][cH:27]1. Run in CO (methanol). Procedure: 7-[2-(tert-butoxycarbonylmethoxyimino)-2-(2-formamidothiazol-4-yl)acetamido]-3-methoxy-3-cephem-4-carboxylic acid (syn isomer, 3.7 g), methanol (40 ml) and conc. hydrochloric acid (2.1 ml) were treated in a similar manner to that of Example 5 to give 7-[2-(tert-butoxycarbonylmethoxyimino)-2-(2-aminothiazol-4-yl)acetamido]-3-methoxy-3-cephem-4-carboxylic acid (syn isomer, 2.8 g). Reaction SMILES: [C:1]([O:5][C:6]([CH2:8][O:9][N:10]=[C:11]([C:29]1[N:30]=[C:31]([NH:34]C=O)[S:32][CH:33]=1)[C:12]([NH:14][CH:15]1[C:27](=[O:28])[N:17]2[C:18]([C:24]([OH:26])=[O:25])=[C:19]([O:22][CH3:23])[CH2:20][S:21][C@H:16]12)=[O:13])=[O:7])([CH3:4])([CH3:3])[CH3:2].Cl>CO>[C:1]([O:5][C:6]([CH2:8][O:9][N:10]=[C:11]([C:29]1[N:30]=[C:31]([NH2:34])[S:32][CH:33]=1)[C:12]([NH:14][CH:15]1[C:27](=[O:28])[N:17]2[C:18]([C:24]([OH:26])=[O:25])=[C:19]([O:22][CH3:23])[CH2:20][S:21][C@H:16]12)=[O:13])=[O:7])([CH3:4])([CH3:2])[CH3:3]. Yield: 79.8%. Yields the product C(C)(C)(C)OC(=O)CON=C(C(=O)NC1[C@@H]2N(C(=C(CS2)OC)C(=O)O)C1=O)C=1N=C(SC1)N (7-[2-(tert-butoxycarbonylmethoxyimino)-2-(2-aminothiazol-4-yl)acetamido]-3-methoxy-3-cephem-4-carboxylic acid). Reactants: C(C)(C)(C)OC(=O)CON=C(C(=O)NC1[C@@H]2N(C(=C(CS2)OC)C(=O)O)C1=O)C=1N=C(SC1)NC=O (7-[2-(tert-butoxycarbonylmethoxyimino)-2-(2-formamidothiazol-4-yl)acetamido]-3-methoxy-3-cephem-4-carboxylic acid), Cl (hydrochloric acid). Reactants: CCOC(C)=O, C=C(C)CC(C(=O)OC)C(C)O. The product is COC(=O)C(CC(C)C)C(C)O. Reaction SMILES: [CH3:13][CH2:14][O:15][C:16]([CH3:17])=[O:18].[CH3:1][C:2]([CH2:3][CH:4]([C:5](=[O:6])[O:7][CH3:8])[CH:9]([CH3:10])[OH:11])=[CH2:12]>>[CH3:1][CH:2]([CH2:3][CH:4]([C:5](=[O:6])[O:7][CH3:8])[CH:9]([CH3:10])[OH:11])[CH3:12]. Starting materials: C=O, O=CO, Cn1nc(Cl)cc(Nc2ccc(C3CCN(C(=O)OC(C)(C)C)C3)cn2)c1=O, O. The product is CN1CCC(c2ccc(Nc3cc(Cl)nn(C)c3=O)nc2)C1. As a reaction SMILES: [CH2:33]=[O:34].[CH:30]([OH:31])=[O:32].[Cl:1][c:2]1[cH:3][c:4]([NH:10][c:11]2[cH:12][cH:13][c:14]([CH:17]3[CH2:18][N:19]([C:22]([O:23][C:24]([CH3:25])([CH3:26])[CH3:27])=[O:28])[CH2:20][CH2:21]3)[cH:15][n:16]2)[c:5](=[O:9])[n:6]([CH3:8])[n:7]1.[OH2:29]>>[Cl:1][c:2]1[cH:3][c:4]([NH:10][c:11]2[cH:12][cH:13][c:14]([CH:17]3[CH2:18][N:19]([CH3:22])[CH2:20][CH2:21]3)[cH:15][n:16]2)[c:5](=[O:9])[n:6]([CH3:8])[n:7]1. As a reaction SMILES: [CH3:57][C:58]#[N:59].[CH3:60][CH2:61][O:62][C:63]([CH3:64])=[O:65].[CH:43]([N:44]([CH2:45][CH3:46])[CH:47]([CH3:48])[CH3:49])([CH3:50])[CH3:51].[ClH:31].[NH2:1][C:2]([CH:3]([CH2:4][CH2:5][C:6](=[O:7])[O:8][CH3:9])[N:10]1[C:11](=[O:29])[c:12]2[cH:13][cH:14][cH:15][c:16]([O:19][CH2:20][c:21]3[cH:22][cH:23][c:24]([CH2:27][Br:28])[cH:25][cH:26]3)[c:17]2[CH2:18]1)=[O:30].[NH2:32][C:33]([C:34](=[O:35])[O:36][C:37]([CH3:38])([CH3:39])[CH3:40])([CH3:41])[CH3:42].[Na+:56].[O-:52][C:53]([OH:54])=[O:55]>>[NH2:1][C:2]([CH:3]([CH2:4][CH2:5][C:6](=[O:7])[O:8][CH3:9])[N:10]1[C:11](=[O:29])[c:12]2[cH:13][cH:14][cH:15][c:16]([O:19][CH2:20][c:21]3[cH:22][cH:23][c:24]([CH2:27][NH:32][C:33]([C:34](=[O:35])[O:36][C:37]([CH3:38])([CH3:39])[CH3:40])([CH3:41])[CH3:42])[cH:25][cH:26]3)[c:17]2[CH2:18]1)=[O:30]. Reactants: CC#N, CCOC(C)=O, CCN(C(C)C)C(C)C, Cl, COC(=O)CCC(C(N)=O)N1Cc2c(OCc3ccc(CBr)cc3)cccc2C1=O, CC(C)(C)OC(=O)C(C)(C)N, [Na+], O=C([O-])O. Yields the product COC(=O)CCC(C(N)=O)N1Cc2c(OCc3ccc(CNC(C)(C)C(=O)OC(C)(C)C)cc3)cccc2C1=O. Reactants: NC1[C@@H]2N(C(=CCS2)C(=O)OCC2=CC=C(C=C2)[N+](=O)[O-])C1=O (4-nitrobenzyl 7-amino-3-cephem-4-carboxylate), C[Si](C)(C)CC(=O)N (trimethylsilylacetamide), FC(C(=O)NC=1SC=C(N1)C(C(=O)O)=NOCC1=CC=C(C=C1)C)(F)F (2-[2-(2,2,2-trifluoroacetamido)thiazol-4-yl]-2-(4-methylbenzyloxyimino)acetic acid), P(=O)(Cl)(Cl)Cl (phosphoryl chloride). The solvent is O1CCCC1 (tetrahydrofuran), O1CCCC1 (tetrahydrofuran), CN(C=O)C (N,N-dimethylformamide). Product: FC(C(=O)NC=1SC=C(N1)CC(=O)NC1[C@@H]2N(C(=CCS2)C(=O)OCC2=CC=C(C=C2)[N+](=O)[O-])C1=O)(F)F (4-nitrobenzyl 7-[2-[2-(2,2,2-trifluoroacetamido)thiazol-4-yl]-acetamido]-3-cephem-4-carboxylate). The yield is 129.4%. Reaction SMILES: [NH2:1][CH:2]1[C:22](=[O:23])[N:4]2[C:5]([C:9]([O:11][CH2:12][C:13]3[CH:18]=[CH:17][C:16]([N+:19]([O-:21])=[O:20])=[CH:15][CH:14]=3)=[O:10])=[CH:6][CH2:7][S:8][C@H:3]12.C[Si](CC(N)=O)(C)C.[F:32][C:33]([F:57])([F:56])[C:34]([NH:36][C:37]1[S:38][CH:39]=[C:40]([C:42](=NOCC2C=CC(C)=CC=2)[C:43](O)=[O:44])[N:41]=1)=[O:35].P(Cl)(Cl)(Cl)=O>O1CCCC1.CN(C)C=O>[F:57][C:33]([F:32])([F:56])[C:34]([NH:36][C:37]1[S:38][CH:39]=[C:40]([CH2:42][C:43]([NH:1][CH:2]2[C:22](=[O:23])[N:4]3[C:5]([C:9]([O:11][CH2:12][C:13]4[CH:14]=[CH:15][C:16]([N+:19]([O-:21])=[O:20])=[CH:17][CH:18]=4)=[O:10])=[CH:6][CH2:7][S:8][C@H:3]23)=[O:44])[N:41]=1)=[O:35]. Procedure details: A solution of 4-nitrobenzyl 7-amino-3-cephem-4-carboxylate (2.01 g.), trimethylsilylacetamide (5.51 g.) and tetrahydrofuran (40 ml.) and a solution of 2-[2-(2,2,2-trifluoroacetamido)thiazol-4-yl]-2-(4-methylbenzyloxyimino)acetic acid (syn isomer, 2.32 g.), phosphoryl chloride (1.20 g.) and N,N-dimethylformamide (570 mg.) in tetrahydrofuran (12 ml.) were treated in a similar manner to that of Example 1-(1) to give 4-nitrobenzyl 7-[2-[2-(2,2,2-trifluoroacetamido)thiazol-4-yl]-acetamido]-3-cephem-4...